This data is from the Open Reaction Database (ORD), a public repository of structured organic reaction records. The task is: describe an organic reaction: reactants, conditions, products, and yield Reactants: FC1=NC=CC=C1 (2-fluoropyridine), BrC1=CC=C(CO)C=C1 (4-bromobenzyl alcohol), CC(C)([O-])C.[K+] (potassium tert-butoxide), CN1C(CCC1)=O (N-methylpyrrolidone). The solvent is O (water). Run at temperature 100 celsius. Product: BrC1=CC=C(COC2=NC=CC=C2)C=C1 (2-(4-Bromobenzyloxy)pyridine). As a reaction SMILES: F[C:2]1[CH:7]=[CH:6][CH:5]=[CH:4][N:3]=1.[Br:8][C:9]1[CH:16]=[CH:15][C:12]([CH2:13][OH:14])=[CH:11][CH:10]=1.CC(C)([O-])C.[K+].CN1CCCC1=O>O>[Br:8][C:9]1[CH:16]=[CH:15][C:12]([CH2:13][O:14][C:2]2[CH:7]=[CH:6][CH:5]=[CH:4][N:3]=2)=[CH:11][CH:10]=1 |f:2.3|. Procedure: A mixture of 2-fluoropyridine (1.6 g), 4-bromobenzyl alcohol (3.08 g), potassium tert-butoxide (2.03 g) and N-methylpyrrolidone (12.8 ml) was heated at 100° C. by microwave irradiation for one minute. The mixture was diluted with water and extracted with ethyl acetate. The organic phase was dried over magnesium sulfate, filtered and concentrated. 2-(4-Bromobenzyloxy)pyridine was obtained in this way. The reactants are [C-]#N.[K+] (potassium cyanide), ClCC(CC(=O)OC)=O (Methyl 4-chloro-3-oxobutanoate), O (water). Reagents/catalysts: S(O)(O)(=O)=O (sulfuric acid). Run in CO (methanol). Reaction conditions: temperature 40 celsius. Yields the product C(#N)CC(CC(=O)OC)=O (methyl 4-cyano-3-oxobutanoate). Yield: 69.2%. As a reaction SMILES: [C-:1]#[N:2].[K+].Cl[CH2:5][C:6](=[O:12])[CH2:7][C:8]([O:10][CH3:11])=[O:9].O>CO.S(=O)(=O)(O)O>[C:1]([CH2:5][C:6](=[O:12])[CH2:7][C:8]([O:10][CH3:11])=[O:9])#[N:2] |f:0.1|. Reported procedure: After 0.4 g of potassium cyanide was added at room temperature to a solution of 1 g of Methyl 4-chloro-3-oxobutanoate in 20 ml of methanol, the resulting mixture was warmed to 40° C. and maintained for further 8 hours. Thereafter, reaction solution was cooled and pH of the solution was adjusted to 3 by adding 10 ml of water and a few drops of concentrated sulfuric acid. After the mixture was extracted thrice with diethyl ether, total amount of which was 100 ml, the separated organic layers were ... Reactants: C(C)OC(=O)C=1N=C(OC1)COS(=O)(=O)C (2-methanesulfonyloxymethyl-oxazole-4-carboxylic acid ethyl ester), BrC=1C=NNC1 (4-bromo-1H-pyrazole), N#N (N2), C(=O)([O-])[O-].[K+].[K+] (K2CO3). The reagents and catalysts are CCCC[N+](CCCC)(CCCC)CCCC.[Br-] (TBAB). Solvent: CC(=O)C (acetone). Run at time 2 hour. The product is C(C)OC(=O)C=1N=C(OC1)CN1N=CC(=C1)Br (2-(4-Bromo-pyrazol-1-ylmethyl)-oxazole-4-carboxylic acid ethyl ester). As a reaction SMILES: N#N.C([O-])([O-])=O.[K+].[K+].[CH2:9]([O:11][C:12]([C:14]1[N:15]=[C:16]([CH2:19]OS(C)(=O)=O)[O:17][CH:18]=1)=[O:13])[CH3:10].[Br:25][C:26]1[CH:27]=[N:28][NH:29][CH:30]=1>CCCC[N+](CCCC)(CCCC)CCCC.[Br-].CC(C)=O>[CH2:9]([O:11][C:12]([C:14]1[N:15]=[C:16]([CH2:19][N:28]2[CH:27]=[C:26]([Br:25])[CH:30]=[N:29]2)[O:17][CH:18]=1)=[O:13])[CH3:10] |f:1.2.3,6.7|. Reported procedure: In a flame dried round-bottomed flask equipped with a magnetic stir bar and under inert atmosphere (N2), K2CO3 (356 mg, 2.55 mmol) was added at rt to a solution of 2-methanesulfonyloxymethyl-oxazole-4-carboxylic acid ethyl ester (127 mg, 0.51 mmol), TBAB (33 mg, 0.10 mmol) and 4-bromo-1H-pyrazole (76 mg, 0.51 mmol) in acetone (5.0 mL). After stirring at rt for 2 h, the solvent was removed under reduced pressure. The residue was partitioned between water and EA, the two layers were separated and ... The reactants are CN(C)CC=CC(=O)O, Clc1cc(Nc2ncnc3sc4c(c23)CNC4)ccc1OCc1ccccn1, Cl. Product: CN(C)CC=CC(=O)N1Cc2sc3ncnc(Nc4ccc(OCc5ccccn5)c(Cl)c4)c3c2C1. RXN SMILES: [CH3:30][N:31]([CH2:32][CH:33]=[CH:34][C:35](=[O:36])[OH:37])[CH3:38].[Cl:1][c:2]1[cH:3][c:4]([NH:16][c:17]2[c:18]3[c:19]([n:20][cH:21][n:22]2)[s:23][c:24]2[c:25]3[CH2:26][NH:27][CH2:28]2)[cH:5][cH:6][c:7]1[O:8][CH2:9][c:10]1[n:11][cH:12][cH:13][cH:14][cH:15]1.[ClH:29]>>[Cl:1][c:2]1[cH:3][c:4]([NH:16][c:17]2[c:18]3[c:19]([n:20][cH:21][n:22]2)[s:23][c:24]2[c:25]3[CH2:26][N:27]([C:35]([CH:34]=[CH:33][CH2:32][N:31]([CH3:30])[CH3:38])=[O:36])[CH2:28]2)[cH:5][cH:6][c:7]1[O:8][CH2:9][c:10]1[n:11][cH:12][cH:13][cH:14][cH:15]1. Reactants: C(C)(C)(C)[Li] (t-butyllithium), Cl (hydrochloric acid), BrC=1C(=NN(C1C)C)C(F)(F)F (4-bromo-1,5-dimethyl-3-trifluoromethyl-1H-pyrazole), CN(C=O)C (dimethylformamide). Run in CCCCC (pentane), O1CCCC1 (tetrahydrofuran). Conditions: temperature -78 celsius, time 3 minute. Product: CN1N=C(C(=C1C)C=O)C(F)(F)F (1,5-Dimethyl-3-trifluoromethyl-1H-pyrazole-4-carbaldehyde). RXN SMILES: Br[C:2]1[C:3]([C:9]([F:12])([F:11])[F:10])=[N:4][N:5]([CH3:8])[C:6]=1[CH3:7].C([Li])(C)(C)C.CN(C)[CH:20]=[O:21].Cl>O1CCCC1.CCCCC>[CH3:8][N:5]1[C:6]([CH3:7])=[C:2]([CH:20]=[O:21])[C:3]([C:9]([F:12])([F:11])[F:10])=[N:4]1. Procedure details: Dissolve 4-bromo-1,5-dimethyl-3-trifluoromethyl-1H-pyrazole (0.30 g, 1.23 mmol) in tetrahydrofuran (14.7 mL). Cool to −78° C. and add 1.7 M t-butyllithium in pentane (2.9 mL) dropwise. Stir for 3 min. at −78° C. and then add dimethylformamide (669 μL, 8.64 mmol). Stir for thirty min. at −78° C., then warm to 0° C. over 2 hr. Add 2 N hydrochloric acid (12.3 mL) and stir at room temperature for one hr. Separate layers and extract aqueous layer 2 times with DCM. Dry combined organic layers (magnesi... Starting materials: CCN(C(C)C)C(C)C (DIPEA), Intermediate 64, N1=CC(=CC=C1)N1N=NC(=C1)C(=O)NCC(=O)O ([(1-pyridin-3-yl-1H-[1,2,3]triazole-4-carbonyl)-amino]-acetic acid), Intermediate 15, Cl.N1CCC(CC1)OC=1C=C(C#N)C=CC1 (3-(piperidin-4-yloxy)-benzonitrile hydrochloride), C=1C=CC2=C(C1)N=NN2O (HOBt), CCN=C=NCCCN(C)C (EDCI), NC=1C=NC=CC1 (3-aminopyridine). The solvent is O (water), CN(C)C=O (DMF). Run at time 2 minute. The product is C(#N)C=1C=C(OC2CCN(CC2)C(CNC(=O)C=2N=NN(C2)C=2C=NC=CC2)=O)C=CC1 (1-pyridin-3-yl-1H-[1,2,3]triazole-4-carboxylic acid {2-[4-(3-cyano-phenoxy)-piperidin-1-yl]-2-oxo-ethyl}-amide). The yield is 11.5%. Reaction SMILES: CCN(C(C)C)C(C)C.C1C=CC2N(O)N=NC=2C=1.CCN=C=NCCCN(C)C.[N:31]1[CH:36]=[CH:35][CH:34]=[C:33]([N:37]2[CH:41]=[C:40]([C:42]([NH:44][CH2:45][C:46]([OH:48])=O)=[O:43])[N:39]=[N:38]2)[CH:32]=1.NC1C=NC=CC=1.Cl.[NH:57]1[CH2:62][CH2:61][CH:60]([O:63][C:64]2[CH:65]=[C:66]([CH:69]=[CH:70][CH:71]=2)[C:67]#[N:68])[CH2:59][CH2:58]1>CN(C=O)C.O>[C:67]([C:66]1[CH:65]=[C:64]([CH:71]=[CH:70][CH:69]=1)[O:63][CH:60]1[CH2:61][CH2:62][N:57]([C:46](=[O:48])[CH2:45][NH:44][C:42]([C:40]2[N:39]=[N:38][N:37]([C:33]3[CH:32]=[N:31][CH:36]=[CH:35][CH:34]=3)[CH:41]=2)=[O:43])[CH2:58][CH2:59]1)#[N:68] |f:5.6|. Procedure: DIPEA (156.8 mg, 1.2 mmol) followed by HOBt (45 mg, 0.33 mmol) and EDCI (116 mg, 0.6 mmol) were added to a stirred solution of [(1-pyridin-3-yl-1H-[1,2,3]triazole-4-carbonyl)-amino]-acetic acid (prepared by the method used for the synthesis of Intermediate 64, starting from 3-aminopyridine, and subsequently, application of Step 3 of the General Scheme) (75 mg, 0.3 mmol) in DMF (3 mL). After 2 minutes of stirring, 3-(piperidin-4-yloxy)-benzonitrile hydrochloride (prepared by the method used for t... The reactants are Cc1ncccc1-c1cn(CCCCCl)c(=O)n(C(=O)c2ccccc2)c1=O, CO, N. Yields the product Cc1ncccc1-c1cn(CCCCCl)c(=O)[nH]c1=O. RXN SMILES: [C:1](=[O:2])([c:3]1[cH:4][cH:5][cH:6][cH:7][cH:8]1)[n:9]1[c:10](=[O:28])[n:11]([CH2:23][CH2:24][CH2:25][CH2:26][Cl:27])[cH:12][c:13](-[c:16]2[c:17]([CH3:22])[n:18][cH:19][cH:20][cH:21]2)[c:14]1=[O:15].[CH3:30][OH:31].[NH3:29]>>[nH:9]1[c:10](=[O:28])[n:11]([CH2:23][CH2:24][CH2:25][CH2:26][Cl:27])[cH:12][c:13](-[c:16]2[c:17]([CH3:22])[n:18][cH:19][cH:20][cH:21]2)[c:14]1=[O:15]. Reactants: 26C, C(C)OC(C(C)(C)OC1=CC(=CC(=C1)OC)CCN)=O (2-[3-(2-amino-ethyl)-5-methoxy-phenoxy]-2-methyl-propionic acid ethyl ester), C1(CC1)C1=NC(=NC=C1C(=O)O)C1=CC=C(C=C1)C(F)(F)F (4-cyclopropyl-2-(4-trifluoromethyl-phenyl)-pyrimidine-5-carboxylic acid). Yields the product C(C)OC(C(C)(C)OC1=CC(=CC(=C1)OC)CCNC(=O)C=1C(=NC(=NC1)C1=CC=C(C=C1)C(F)(F)F)C1CC1)=O (2-[3-(2-{[4-cyclopropyl-2-(4-trifluoromethyl-phenyl)-pyrimidine-5-carbonyl]-amino}-ethyl)-5-methoxy-phenoxy]-2-methyl-propionic acid ethyl ester). As a reaction SMILES: [CH2:1]([O:3][C:4](=[O:20])[C:5]([O:8][C:9]1[CH:14]=[C:13]([O:15][CH3:16])[CH:12]=[C:11]([CH2:17][CH2:18][NH2:19])[CH:10]=1)([CH3:7])[CH3:6])[CH3:2].[CH:21]1([C:24]2[C:29]([C:30](O)=[O:31])=[CH:28][N:27]=[C:26]([C:33]3[CH:38]=[CH:37][C:36]([C:39]([F:42])([F:41])[F:40])=[CH:35][CH:34]=3)[N:25]=2)[CH2:23][CH2:22]1>>[CH2:1]([O:3][C:4](=[O:20])[C:5]([O:8][C:9]1[CH:14]=[C:13]([O:15][CH3:16])[CH:12]=[C:11]([CH2:17][CH2:18][NH:19][C:30]([C:29]2[C:24]([CH:21]3[CH2:23][CH2:22]3)=[N:25][C:26]([C:33]3[CH:34]=[CH:35][C:36]([C:39]([F:41])([F:42])[F:40])=[CH:37][CH:38]=3)=[N:27][CH:28]=2)=[O:31])[CH:10]=1)([CH3:7])[CH3:6])[CH3:2]. Reported procedure: In analogy to the procedures described in example 26B] and 26C], 2-[3-(2-amino-ethyl)-5-methoxy-phenoxy]-2-methyl-propionic acid ethyl ester (example 93A]) was reacted with 4-cyclopropyl-2-(4-trifluoromethyl-phenyl)-pyrimidine-5-carboxylic acid (example 53B]) to give 2-[3-(2-{[4-cyclopropyl-2-(4-trifluoromethyl-phenyl)-pyrimidine-5-carbonyl]-amino}-ethyl)-5-methoxy-phenoxy]-2-methyl-propionic acid ethyl ester, which was subsequently saponified to yield the title compound as colorless solid. The reactants are CCN=C=O, Cl, CN(C(=O)N(C)C1CNCC1c1ccc(F)cc1)c1cc(C(F)(F)F)cc(C(F)(F)F)c1. Product: CCNC(=O)N1CC(c2ccc(F)cc2)C(N(C)C(=O)N(C)c2cc(C(F)(F)F)cc(C(F)(F)F)c2)C1. Reaction SMILES: [CH2:34]([CH3:35])[N:36]=[C:37]=[O:38].[ClH:1].[F:2][C:3]([c:4]1[cH:5][c:6]([N:14]([C:15](=[O:16])[N:17]([CH3:18])[CH:19]2[CH2:20][NH:21][CH2:22][CH:23]2[c:24]2[cH:25][cH:26][c:27]([F:30])[cH:28][cH:29]2)[CH3:31])[cH:7][c:8]([C:10]([F:11])([F:12])[F:13])[cH:9]1)([F:32])[F:33]>>[F:2][C:3]([c:4]1[cH:5][c:6]([N:14]([C:15](=[O:16])[N:17]([CH3:18])[CH:19]2[CH2:20][N:21]([C:37]([NH:36][CH2:34][CH3:35])=[O:38])[CH2:22][CH:23]2[c:24]2[cH:25][cH:26][c:27]([F:30])[cH:28][cH:29]2)[CH3:31])[cH:7][c:8]([C:10]([F:11])([F:12])[F:13])[cH:9]1)([F:32])[F:33]. Reactants: N1=CC=CC=C1 (pyridine), C(C)(=O)OC(C)=O (acetic anhydride), N(=[N+]=[N-])C[C@@H]1CN(C(O1)=O)C1=CC(=C(C=C1)N1CCN(CC1)C(=O)OC(C)(C)C)F ((S)-4-[4-[5-(azidomethyl)-2-oxo-3-oxazolidinyl]-2-fluorophenyl]-1-piperazinecarboxylic acid, 1,1-dimethylethyl ester). Reagents/catalysts: [Pd] (palladium on carbon). The solvent is C(C)(=O)OCC (ethyl acetate). Run at time 24 hour. Product: C(C)(=O)NC[C@H]1CN(C(O1)=O)C1=CC(=C(C=C1)N1CCN(CC1)C(=O)OC(C)(C)C)F ((S)-4-[4-[5-[(acetylamino)methyl]-2-oxo-3-oxazolidinyl]-2-fluorophenyl]-1-piperazinecarboxylic acid, 1,1-dimethylethyl ester). Yield: 82.0%. Reaction SMILES: [N:1]([CH2:4][C@H:5]1[O:9][C:8](=[O:10])[N:7]([C:11]2[CH:16]=[CH:15][C:14]([N:17]3[CH2:22][CH2:21][N:20]([C:23]([O:25][C:26]([CH3:29])([CH3:28])[CH3:27])=[O:24])[CH2:19][CH2:18]3)=[C:13]([F:30])[CH:12]=2)[CH2:6]1)=[N+]=[N-].N1C=CC=CC=1.[C:37](OC(=O)C)(=[O:39])[CH3:38]>C(OCC)(=O)C.[Pd]>[C:37]([NH:1][CH2:4][C@@H:5]1[O:9][C:8](=[O:10])[N:7]([C:11]2[CH:16]=[CH:15][C:14]([N:17]3[CH2:22][CH2:21][N:20]([C:23]([O:25][C:26]([CH3:29])([CH3:28])[CH3:27])=[O:24])[CH2:19][CH2:18]3)=[C:13]([F:30])[CH:12]=2)[CH2:6]1)(=[O:39])[CH3:38]. Procedure details: A solution of 14.92 g (35.5 mmol) of the azide 4 in 2000 mL of ethyl acetate was treated with 2 g of 10% palladium on carbon followed by hydrogenation at one atmosphere for 24 h. The flask was flushed with nitrogen, followed by sequential addition of 14.0 g (14.4 ml, 177.5 mmol) of pyridine and 9.1 g (8.4 mL, 88.8 mmol) of acetic anhydride. The mixture was stirred at ambient temperature for 72 h, followed by filtration through celite. The filtrate was extracted with water, 1N copper sulfate solu...